This data is from the Open Reaction Database (ORD), a public repository of structured organic reaction records. The task is: describe an organic reaction: reactants, conditions, products, and yield Reactants: C(C)OC(C(C#N)=CC1=C(C=CC=C1)[N+](=O)[O-])=O (2-nitrobenzylidenecyanoacetic acid ethyl ester), C(C)(C)OC(CC(N)=N)=O (amidinoacetic acid isopropyl ester), CC[O-].[Na+] (sodium ethylate). Solvent: C(C)O (ethanol). The product is C(C)OC(=O)C=1C(C(=C(NC1N)N)C(=O)OC(C)C)C1=C(C=CC=C1)[N+](=O)[O-] (2,6-diamino-4-(2-nitrophenyl)-1,4-dihydropyridine-3,5-dicarboxylic acid-3-isopropyl ester 5-ethyl ester). Yield: 54.0%. RXN SMILES: [CH2:1]([O:3][C:4](=[O:18])[C:5](=[CH:8][C:9]1[CH:14]=[CH:13][CH:12]=[CH:11][C:10]=1[N+:15]([O-:17])=[O:16])[C:6]#[N:7])[CH3:2].[CH:19]([O:22][C:23](=[O:28])[CH2:24][C:25](=[NH:27])[NH2:26])([CH3:21])[CH3:20].CC[O-].[Na+]>C(O)C>[CH2:1]([O:3][C:4]([C:5]1[CH:8]([C:9]2[CH:14]=[CH:13][CH:12]=[CH:11][C:10]=2[N+:15]([O-:17])=[O:16])[C:24]([C:23]([O:22][CH:19]([CH3:21])[CH3:20])=[O:28])=[C:25]([NH2:26])[NH:27][C:6]=1[NH2:7])=[O:18])[CH3:2] |f:2.3|. Procedure: Upon heating a solution of 12.3 g 2-nitrobenzylidenecyanoacetic acid ethyl ester, 7.2 g amidinoacetic acid isopropyl ester and 0.6 g sodium ethylate in 150 ml ethanol for four hours, 2,6-diamino-4-(2-nitrophenyl)-1,4-dihydropyridine-3,5-dicarboxylic acid-3-isopropyl ester 5-ethyl ester of m.p. 110° C is obtained. Starting materials: CS2CO3, ClC1=C(C(=O)O)C(=CC=C1)Cl (2,6-dichlorobenzoic acid), ice water, ClCN1C(C2N(S1(=O)=O)CCC2)=O (2-chloromethyl-tetrahydropyrrolo[1,2-b]-1,2,5-thiadiazol-3 (2H)-one 1,1-dioxide). Run in CO (methanol). Conditions: time 3 hour. The product is ClC1=C(C(=CC=C1)Cl)C(=O)OCN1C(C2N(S1(=O)=O)CCC2)=O (2-(2,6-dichlorophenylcarbonyloxymethyl) tetrahydropyrrolo[1,2-b]-1,2,5-thiadiazol-3(2H)-one 1,1-dioxide). Yield: 60.9%. As a reaction SMILES: [Cl:1][C:2]1[CH:10]=[CH:9][CH:8]=[C:7]([Cl:11])[C:3]=1[C:4]([OH:6])=[O:5].Cl[CH2:13][N:14]1[S:18](=[O:20])(=[O:19])[N:17]2[CH2:21][CH2:22][CH2:23][CH:16]2[C:15]1=[O:24]>CO>[Cl:1][C:2]1[CH:10]=[CH:9][CH:8]=[C:7]([Cl:11])[C:3]=1[C:4]([O:6][CH2:13][N:14]1[S:18](=[O:20])(=[O:19])[N:17]2[CH2:21][CH2:22][CH2:23][CH:16]2[C:15]1=[O:24])=[O:5]. Reported procedure: To a solution of CS2CO3 (0.47 g; 1.44 mmol) in 10 ml of methanol was added 0.55 g (2.88 mmol) of 2,6-dichlorobenzoic acid and the resulting mixture was stirred under nitrogen at room temperature for 3 hours. The above mixture was concentrated in vacuo to remove the excess methanol, the residue suspended in 10 ml of DMF and 2-chloromethyl-tetrahydropyrrolo[1,2-b]-1,2,5-thiadiazol-3 (2H)-one 1,1-dioxide (0.5 g; 2.6 mmol) was added. The resulting mixture was allowed to react at 90° C. for 3 hours a...